From a dataset of the Open Reaction Database (ORD), a public repository of structured organic reaction records. describe an organic reaction: reactants, conditions, products, and yield The reactants are CC(C)(C)OC(=O)N1CCC(=Cc2ccc(F)cc2)CC1, Cl, C1COCCO1. Yields the product Cl, Fc1ccc(C=C2CCNCC2)cc1. RXN SMILES: [C:1]([O:2][C:3](=[O:4])[N:8]1[CH2:9][CH2:10][C:11](=[CH:14][c:15]2[cH:16][cH:17][c:18]([F:21])[cH:19][cH:20]2)[CH2:12][CH2:13]1)([CH3:5])([CH3:6])[CH3:7].[ClH:22].[O:23]1[CH2:24][CH2:25][O:26][CH2:27][CH2:28]1>>[ClH:22].[NH:8]1[CH2:9][CH2:10][C:11](=[CH:14][c:15]2[cH:16][cH:17][c:18]([F:21])[cH:19][cH:20]2)[CH2:12][CH2:13]1. Reactants: CC(=O)O, CC(=O)O, O=C([O-])[O-], CC(=O)[O-], CC(=O)[O-], CO, O=[N+]([O-])c1ccc(S(=O)C2CC2)cc1, ClCCl, NC(=O)C(F)(F)F, Ic1ccccc1, [K+], [K+], O, [Rh+2]. The product is N=S(=O)(c1ccc([N+](=O)[O-])cc1)C1CC1. As a reaction SMILES: [C:22]([OH:23])(=[O:24])[CH3:25].[C:26]([OH:27])(=[O:28])[CH3:29].[C:37](=[O:38])([O-:39])[O-:40].[C:48]([O-:49])(=[O:50])[CH3:51].[C:53]([O-:54])(=[O:55])[CH3:56].[CH3:46][OH:47].[CH:1]1([S:4](=[O:5])[c:6]2[cH:7][cH:8][c:9]([N+:12](=[O:13])[O-:14])[cH:10][cH:11]2)[CH2:2][CH2:3]1.[Cl:43][CH2:44][Cl:45].[F:15][C:16]([F:17])([F:18])[C:20]([NH2:19])=[O:21].[I:30][c:31]1[cH:32][cH:33][cH:34][cH:35][cH:36]1.[K+:41].[K+:42].[OH2:57].[Rh+2:52]>>[CH:1]1([S:4](=[O:5])([c:6]2[cH:7][cH:8][c:9]([N+:12](=[O:13])[O-:14])[cH:10][cH:11]2)=[NH:19])[CH2:2][CH2:3]1. Reactants: ClCC(=O)C1=C(C=C(C=C1)Cl)Cl (2,2',4'-trichloroacetophenone), N1N=NC=C1 (triazole), CN(C=O)C (dimethylformamide), [OH-].[Na+] (sodium hydroxide). Reaction conditions: temperature 80 celsius, time 16 hour. Yields the product ClC1=C(C=CC(=C1)Cl)C(CN1N=CN=C1)=O (1-(2,4-dichlorophenyl)-2-[1,2,4]triazol-1-yl-ethanone). Yield: 25.0%. As a reaction SMILES: Cl[CH2:2][C:3]([C:5]1[CH:10]=[CH:9][C:8]([Cl:11])=[CH:7][C:6]=1[Cl:12])=[O:4].N1C=[CH:16][N:15]=[N:14]1.[OH-].[Na+].[CH3:20][N:21](C)C=O>>[Cl:12][C:6]1[CH:7]=[C:8]([Cl:11])[CH:9]=[CH:10][C:5]=1[C:3](=[O:4])[CH2:2][N:15]1[CH:16]=[N:21][CH:20]=[N:14]1 |f:2.3|. Procedure details: 10 g (44.8 mmol) of 2,2',4'-trichloroacetophenone were added portionwise at room temperature to a solution of 9.3 g (134 mmol) of triazole in 50 ml of dimethylformamide and stirred at 80° C. for 16 hours. The reaction mixture was added to 100 ml of 2N sodium hydroxide solution and extracted three times with 100 ml of ethyl acetate each time. The combined organic phases were dried over magnesium sulphate and concentrated in a vacuum. The crude product was purified by column chromatography on sili... Starting materials: O=C1c2ccccc2C(=O)N1CCCCCBr, CCOC(=O)C(NC(C)=O)C(=O)OCC, Cc1ccccc1, Cl, [H-], [Na+], C1COCCO1, CN(C)C=O. The product is CCOC(=O)C(CCCCCN1C(=O)c2ccccc2C1=O)(NC(C)=O)C(=O)OCC. Reaction SMILES: [C:18]1(=[O:34])[c:19]2[c:20]([cH:30][cH:31][cH:32][cH:33]2)[C:21](=[O:29])[N:22]1[CH2:23][CH2:24][CH2:25][CH2:26][CH2:27][Br:28].[C:1]([CH3:2])(=[O:3])[NH:4][CH:5]([C:6](=[O:7])[O:8][CH2:9][CH3:10])[C:11](=[O:12])[O:13][CH2:14][CH3:15].[CH3:42][c:43]1[cH:44][cH:45][cH:46][cH:47][cH:48]1.[ClH:35].[H-:16].[Na+:17].[O:36]1[CH2:37][CH2:38][O:39][CH2:40][CH2:41]1.[O:49]=[CH:50][N:51]([CH3:52])[CH3:53]>>[C:1]([CH3:2])(=[O:3])[NH:4][C:5]([C:6](=[O:7])[O:8][CH2:9][CH3:10])([C:11](=[O:12])[O:13][CH2:14][CH3:15])[CH2:27][CH2:26][CH2:25][CH2:24][CH2:23][N:22]1[C:18](=[O:34])[c:19]2[c:20]([cH:30][cH:31][cH:32][cH:33]2)[C:21]1=[O:29].